Dataset: the Open Reaction Database (ORD), a public repository of structured organic reaction records. Task: describe an organic reaction: reactants, conditions, products, and yield The reactants are CCCC(=O)Cl (n-Butyryl chloride), N1=CC=CC=C1 (pyridine), OC1=CC(CC(C1)C1=C(C=C(C=C1C)C)C)=O (3-hydroxy-5-mesitylcyclohex-2-en-1-one), ClCCl (dichloromethane), stannic chloride. Run in O (water), O (water). Run at time 2 hour. The product is C(CCC)(=O)C=1C(CC(CC1O)C1=C(C=C(C=C1C)C)C)=O (2-butyryl-3-hydroxy-5-mesitylcyclohex-2-en-1-one). Isolated yield 36.8%. Reaction SMILES: [CH3:1][CH2:2][CH2:3][C:4](Cl)=[O:5].N1C=CC=CC=1.[OH:13][C:14]1[CH2:19][CH:18]([C:20]2[C:25]([CH3:26])=[CH:24][C:23]([CH3:27])=[CH:22][C:21]=2[CH3:28])[CH2:17][C:16](=[O:29])[CH:15]=1.ClCCl>O>[C:4]([C:15]1[C:14](=[O:13])[CH2:19][CH:18]([C:20]2[C:25]([CH3:26])=[CH:24][C:23]([CH3:27])=[CH:22][C:21]=2[CH3:28])[CH2:17][C:16]=1[OH:29])(=[O:5])[CH2:3][CH2:2][CH3:1]. Reported procedure: n-Butyryl chloride (2.3 g; 21.7 mmole) and then pyridine (1.7 g; 21.7 mmole) were added to a stirred mixture of 3-hydroxy-5-mesitylcyclohex-2-en-1-one (5.0 g; 21.7 mmole) and dichloromethane (50 ml) under a nitrogen atmosphere. The mixture was stirred at room temperature for a period of two hours and then poured into slightly acidic water. The organic phase was separated and the aqueous phase was thoroughly extracted with dichloromethane. The combined organic phase and extracts were washed with ... Reactants: NN, [Na+], [OH-], OCCOCCO, O=C(O)CCC(=O)c1cc2ccc3ccc4ccc5ccc6ccc1c1c6c5c4c3c21. Product: O=C(O)CCCc1cc2ccc3ccc4ccc5ccc6ccc1c1c6c5c4c3c21. As a reaction SMILES: [NH2:32][NH2:33].[Na+:35].[OH-:34].[OH:36][CH2:37][CH2:38][O:39][CH2:40][CH2:41][OH:42].[c:1]1([C:25](=[O:26])[CH2:27][CH2:28][C:29](=[O:30])[OH:31])[cH:2][c:3]2[cH:4][cH:5][c:6]3[cH:7][cH:8][c:9]4[cH:10][cH:11][c:12]5[cH:13][cH:14][c:15]6[cH:16][cH:17][c:18]1[c:19]1[c:20]6[c:21]5[c:22]4[c:23]3[c:24]21>>[c:1]1([CH2:25][CH2:27][CH2:28][C:29](=[O:30])[OH:31])[cH:2][c:3]2[cH:4][cH:5][c:6]3[cH:7][cH:8][c:9]4[cH:10][cH:11][c:12]5[cH:13][cH:14][c:15]6[cH:16][cH:17][c:18]1[c:19]1[c:20]6[c:21]5[c:22]4[c:23]3[c:24]21. Starting materials: O=C([O-])[O-], CN1CCCC1=O, Clc1ncccc1-c1ccncn1, [Cs+], [Cs+], Cc1cc(N)ccc1O. The product is Cc1cc(N)ccc1Oc1ncccc1-c1ccncn1. As a reaction SMILES: [C:10](=[O:11])([O-:12])[O-:13].[CH3:29][N:30]1[CH2:31][CH2:32][CH2:33][C:34]1=[O:35].[Cl:16][c:17]1[n:18][cH:19][cH:20][cH:21][c:22]1-[c:23]1[n:24][cH:25][n:26][cH:27][cH:28]1.[Cs+:14].[Cs+:15].[NH2:1][c:2]1[cH:3][c:4]([CH3:9])[c:5]([OH:8])[cH:6][cH:7]1>>[NH2:1][c:2]1[cH:3][c:4]([CH3:9])[c:5]([O:8][c:17]2[n:18][cH:19][cH:20][cH:21][c:22]2-[c:23]2[n:24][cH:25][n:26][cH:27][cH:28]2)[cH:6][cH:7]1. The reactants are B(F)(F)F.CCOCC (boron trifluoride etherate), B(F)(F)F.CCOCC (boron trifluoride etherate), C[Si](C)(C)C#N (Trimethylsilyl cyanide), COC(CC1=CC=C(C=C1)OCCN(C1=NC=CC=C1)C)OC (1,1-dimethoxy-2-[4-[2-[N-methyl-N-(2-pyridyl)amino]ethoxy]phenyl]ethane). The solvent is ClCCl (dichloromethane), ClCCl (dichloromethane). Reaction conditions: time 1.5 hour. Product: COC(C#N)CC1=CC=C(C=C1)OCCN(C1=NC=CC=C1)C (2-Methoxy-3-[4-[2-[N-methyl-N-(2-pyridyl)amino]ethoxy]-phenyl]propanonitrile). RXN SMILES: C[Si]([C:5]#[N:6])(C)C.CO[CH:9]([O:28][CH3:29])[CH2:10][C:11]1[CH:16]=[CH:15][C:14]([O:17][CH2:18][CH2:19][N:20]([CH3:27])[C:21]2[CH:26]=[CH:25][CH:24]=[CH:23][N:22]=2)=[CH:13][CH:12]=1.B(F)(F)F.CCOCC>ClCCl>[CH3:29][O:28][CH:9]([CH2:10][C:11]1[CH:12]=[CH:13][C:14]([O:17][CH2:18][CH2:19][N:20]([CH3:27])[C:21]2[CH:26]=[CH:25][CH:24]=[CH:23][N:22]=2)=[CH:15][CH:16]=1)[C:5]#[N:6] |f:2.3|. Procedure details: Trimethylsilyl cyanide (3.4 mL) was added dropwise to a solution of 1,1-dimethoxy-2-[4-[2-[N-methyl-N-(2-pyridyl)amino]ethoxy]phenyl]ethane (2.64 g) in dichloromethane (70 mL) at room temperature. The mixture was stirred during the addition of boron trifluoride etherate (0.3 mL), and stirring continued at room temperature for 1.5 hrs. prior to the addition of a further portion of boron trifluoride etherate (1 mL). After a further 2 hours the mixture was diluted with dichloromethane (100 mL) and ... RXN SMILES: [CH3:16][N:17]([CH3:18])[CH:19]=[O:20].[Cl:1][c:2]1[c:3]([C:4](=[O:5])[OH:6])[cH:7][cH:8][cH:9][c:10]1[C:11]([CH3:12])([CH3:13])[C:14]#[N:15].[Cl:21][C:22]([C:23]([Cl:24])=[O:25])=[O:26].[O:27]1[CH2:28][CH2:29][CH2:30][CH2:31]1>>[Cl:1][c:2]1[c:3]([C:4](=[O:5])[Cl:21])[cH:7][cH:8][cH:9][c:10]1[C:11]([CH3:12])([CH3:13])[C:14]#[N:15]. The reactants are CN(C)C=O, CC(C)(C#N)c1cccc(C(=O)O)c1Cl, O=C(Cl)C(=O)Cl, C1CCOC1. Product: CC(C)(C#N)c1cccc(C(=O)Cl)c1Cl. Reactants: O1C(OCC1)C=1C=C(OC2=C(C(NC(N2CC2=CC=NC=C2)=O)=O)C(C)C)C=C(C1)C (6-(3-[1,3]dioxolan-2-yl-5-methyl-phenoxy)-5-isopropyl-1-pyridin-4-ylmethyl-1H-pyrimidine-2,4-dione), O.C1(=CC=C(C=C1)S(=O)(=O)O)C (p-toluenesulfonic acid monohydrate), C([O-])(O)=O.[Na+] (sodium bicarbonate). Reagents/catalysts: O (water). The solvent is CC(=O)C (acetone). Conditions: time 1 hour. Yields the product C(C)(C)C1=C(N(C(NC1=O)=O)CC1=CC=NC=C1)OC=1C=C(C=O)C=C(C1)C (3-(5-Isopropyl-2,6-dioxo-3-pyridin-4-ylmethyl-1,2,3,6-tetrahydro-pyrimidin-4-yloxy)-5-methyl-benzaldehyde). The yield is 91.1%. Reaction SMILES: [O:1]1CCO[CH:2]1[C:6]1[CH:7]=[C:8]([CH:28]=[C:29]([CH3:31])[CH:30]=1)[O:9][C:10]1[N:15]([CH2:16][C:17]2[CH:22]=[CH:21][N:20]=[CH:19][CH:18]=2)[C:14](=[O:23])[NH:13][C:12](=[O:24])[C:11]=1[CH:25]([CH3:27])[CH3:26].O.C1(C)C=CC(S(O)(=O)=O)=CC=1.C(=O)(O)[O-].[Na+]>O.CC(C)=O>[CH:25]([C:11]1[C:12](=[O:24])[NH:13][C:14](=[O:23])[N:15]([CH2:16][C:17]2[CH:18]=[CH:19][N:20]=[CH:21][CH:22]=2)[C:10]=1[O:9][C:8]1[CH:7]=[C:6]([CH:30]=[C:29]([CH3:31])[CH:28]=1)[CH:2]=[O:1])([CH3:27])[CH3:26] |f:1.2,3.4|. Procedure: A mixture of 6-(3-[1,3]dioxolan-2-yl-5-methyl-phenoxy)-5-isopropyl-1-pyridin-4-ylmethyl-1H-pyrimidine-2,4-dione (1.2 g, 2.83 mmol), p-toluenesulfonic acid monohydrate (538 mg, 2.83 mmol), and water (15 drops) in acetone (20 ml) was heated under reflux for 3 hr. After cooling to room temperature, excess sodium bicarbonate was added and the mixture was stirred for 1 hr. Then the mixture was evaporated in vacuo and the residue was purified by silica gel column chromatography (eluent, EA:hexane (9:1...